This data is from the Open Reaction Database (ORD), a public repository of structured organic reaction records. The task is: describe an organic reaction: reactants, conditions, products, and yield Starting materials: COC(=O)C=1NN=C(C1)OCC=1C(=NOC1C)CCCC (5-(3-butyl-5-methyl-isoxazol-4-ylmethoxy)-2H-pyrazole-3-carboxylic acid methyl ester), NN1CCOCC1 (4-aminomorpholine). Yields the product N1(CCOCC1)NC(=O)C=1NN=C(C1)OCC=1C(=NOC1C)CCCC (5-(3-Butyl-5-methyl-isoxazol-4-ylmethoxy)-2H-pyrazole-3-carboxylic acid morpholin-4-ylamide). Yield: 27.0%. Reaction SMILES: CO[C:3]([C:5]1[NH:6][N:7]=[C:8]([O:10][CH2:11][C:12]2[C:13]([CH2:18][CH2:19][CH2:20][CH3:21])=[N:14][O:15][C:16]=2[CH3:17])[CH:9]=1)=[O:4].[NH2:22][N:23]1[CH2:28][CH2:27][O:26][CH2:25][CH2:24]1>>[N:23]1([NH:22][C:3]([C:5]2[NH:6][N:7]=[C:8]([O:10][CH2:11][C:12]3[C:13]([CH2:18][CH2:19][CH2:20][CH3:21])=[N:14][O:15][C:16]=3[CH3:17])[CH:9]=2)=[O:4])[CH2:28][CH2:27][O:26][CH2:25][CH2:24]1. Procedure: As described for example 26d, 5-(3-butyl-5-methyl-isoxazol-4-ylmethoxy)-2H-pyrazole-3-carboxylic acid methyl ester (100 mg, 0.34 mmol) was converted, using 4-aminomorpholine instead of 4-aminotetrahydropyran, to the title compound (33 mg, 27%) which was obtained as a colorless oil. MS: m/e=364.4 [M+H]+. Reactants: O=Cc1cccc(-c2c(C(=O)c3ccccc3)cnc3c(C(F)(F)F)cccc23)c1, COCCN. Yields the product COCCNCc1cccc(-c2c(C(=O)c3ccccc3)cnc3c(C(F)(F)F)cccc23)c1. Reaction SMILES: [C:1]([c:2]1[cH:3][cH:4][cH:5][cH:6][cH:7]1)(=[O:8])[c:9]1[cH:10][n:11][c:12]2[c:13]([C:27]([F:28])([F:29])[F:30])[cH:14][cH:15][cH:16][c:17]2[c:18]1-[c:19]1[cH:20][c:21]([CH:22]=[O:23])[cH:24][cH:25][cH:26]1.[CH3:31][O:32][CH2:33][CH2:34][NH2:35]>>[C:1]([c:2]1[cH:3][cH:4][cH:5][cH:6][cH:7]1)(=[O:8])[c:9]1[cH:10][n:11][c:12]2[c:13]([C:27]([F:28])([F:29])[F:30])[cH:14][cH:15][cH:16][c:17]2[c:18]1-[c:19]1[cH:20][c:21]([CH2:22][NH:35][CH2:34][CH2:33][O:32][CH3:31])[cH:24][cH:25][cH:26]1. Starting materials: CCOC(C)=O, NO, CC(C)C(=O)OC1C(=O)OC(=O)C1OC(=O)C(C)C. Product: CC(C)C(=O)OC1C(=O)N(O)C(=O)C1OC(=O)C(C)C. Reaction SMILES: [CH3:22][CH2:23][O:24][C:25](=[O:26])[CH3:27].[NH2:20][OH:21].[O:1]=[C:2]1[O:3][C:4](=[O:19])[CH:5]([O:13][C:14]([CH:15]([CH3:16])[CH3:17])=[O:18])[CH:6]1[O:7][C:8]([CH:9]([CH3:10])[CH3:11])=[O:12]>>[O:1]=[C:2]1[CH:6]([O:7][C:8]([CH:9]([CH3:10])[CH3:11])=[O:12])[CH:5]([O:13][C:14]([CH:15]([CH3:16])[CH3:17])=[O:18])[C:4](=[O:3])[N:20]1[OH:21]. Starting materials: O.O.[Sn](Cl)Cl (Tin (II) chloride dihydrate), CC1=NC2=CC=CC=C2C=C1[N+](=O)[O-] (2-methyl-3-nitroquinoline), [OH-].[Na+] (NaOH). Run in O (water), Cl (HCl). Run at temperature 50 celsius, time 8 hour. Product: NC=1C(=NC2=CC=CC=C2C1)C (3-amino-2-methylquinoline). RXN SMILES: [CH3:1][C:2]1[C:11]([N+:12]([O-])=O)=[CH:10][C:9]2[C:4](=[CH:5][CH:6]=[CH:7][CH:8]=2)[N:3]=1.O.O.[Sn](Cl)Cl.[OH-].[Na+]>Cl.O>[NH2:12][C:11]1[C:2]([CH3:1])=[N:3][C:4]2[C:9]([CH:10]=1)=[CH:8][CH:7]=[CH:6][CH:5]=2 |f:1.2.3,4.5|. Reported procedure: A solution of 2-methyl-3-nitroquinoline (400 mg, 2.13 mmol) in conc. HCl (8 mL) was heated to 50° C. Tin (II) chloride dihydrate (1.2 g, 5.3 mmol) was added. The mixture was stirred at 50° C. overnight. The mixture was diluted with water (20 mL). The pH was brought to 9 by addition of aqueous 5 N NaOH. The mixture was cooled to 4° C. and extracted with ethyl acetate (2×30 mL). The combined extracts were washed with ice-cold water (40 mL) and dried over anhydrous Na2SO4, filtered, and concentrate... Reactants: ClC1=NN2C(C(=N1)N(CC1=CC=C(C=C1)OC)CC)=NC=C2C#N (2-chloro-4-(ethyl(4-methoxybenzyl)amino)imidazo[2,1-f][1,2,4]triazine-7-carbonitrile), CC1(C2=C(C(=CC=C2)P(C3=CC=CC=C3)C4=CC=CC=C4)OC5=C(C=CC=C51)P(C6=CC=CC=C6)C7=CC=CC=C7)C (Xantphos), C(=O)([O-])[O-].[Cs+].[Cs+] (Cs2CO3), ClC1=NN2C(C(=N1)N(CC1=CC=C(C=C1)OC)CC)=NC=C2C#N (2-chloro-4-(ethyl(4-methoxybenzyl)amino)imidazo[2,1-f][1,2,4]triazine-7-carbonitrile), NC=1C(=C(C=C(C1)C#N)N1C[C@H]2OCCN([C@@H]2CC1)C(=O)OC(C)(C)C)Cl ((+/−)-(4aR,8aR)-tert-butyl 6-(3-amino-2-chloro-5-cyanophenyl)octahydro-1H-pyrido[3,4-b][1,4]oxazine-1-carboxylate). Reagents/catalysts: C(C)(=O)[O-].[Pd+2].C(C)(=O)[O-] (Palladium(II)Acetate), C1=CC=C(C=C1)P([C-]2C=CC=C2)C3=CC=CC=C3.C1=CC=C(C=C1)P([C-]2C=CC=C2)C3=CC=CC=C3.[Fe+2] (DPPF). The solvent is O1CCOCC1 (1,4-dioxane). Run at temperature 100 celsius, time 3 hour. Product: ClC1=C(C=C(C=C1NC1=NN2C(C(=N1)N(CC1=CC=C(C=C1)OC)CC)=NC=C2C#N)C#N)N2C[C@H]1OCCN([C@@H]1CC2)C(=O)OC(C)(C)C ((+/−)-(4aR,8aR)-tert-butyl 6-(2-chloro-5-cyano-3-((7-cyano-4-(ethyl(4-methoxybenzyl)amino)imidazo[2,1-f][1,2,4]triazin-2-yl)amino)phenyl)octahydro-1H-pyrido[3,4-b][1,4]oxazine-1-carboxylate). Yield: 43.3%. As a reaction SMILES: Cl[C:2]1[N:7]=[C:6]([N:8]([CH2:18][CH3:19])[CH2:9][C:10]2[CH:15]=[CH:14][C:13]([O:16][CH3:17])=[CH:12][CH:11]=2)[C:5]2=[N:20][CH:21]=[C:22]([C:23]#[N:24])[N:4]2[N:3]=1.[NH2:25][C:26]1[C:27]([Cl:51])=[C:28]([N:34]2[CH2:43][CH2:42][C@@H:41]3[C@H:36]([O:37][CH2:38][CH2:39][N:40]3[C:44]([O:46][C:47]([CH3:50])([CH3:49])[CH3:48])=[O:45])[CH2:35]2)[CH:29]=[C:30]([C:32]#[N:33])[CH:31]=1.C([O-])([O-])=O.[Cs+].[Cs+].CC1(C)C2C(=C(P(C3C=CC=CC=3)C3C=CC=CC=3)C=CC=2)OC2C(P(C3C=CC=CC=3)C3C=CC=CC=3)=CC=CC1=2>C1C=CC(P(C2C=CC=CC=2)[C-]2C=CC=C2)=CC=1.C1C=CC(P(C2C=CC=CC=2)[C-]2C=CC=C2)=CC=1.[Fe+2].C([O-])(=O)C.[Pd+2].C([O-])(=O)C.O1CCOCC1>[Cl:51][C:27]1[C:26]([NH:25][C:2]2[N:7]=[C:6]([N:8]([CH2:18][CH3:19])[CH2:9][C:10]3[CH:15]=[CH:14][C:13]([O:16][CH3:17])=[CH:12][CH:11]=3)[C:5]3=[N:20][CH:21]=[C:22]([C:23]#[N:24])[N:4]3[N:3]=2)=[CH:31][C:30]([C:32]#[N:33])=[CH:29][C:28]=1[N:34]1[CH2:43][CH2:42][C@@H:41]2[C@H:36]([O:37][CH2:38][CH2:39][N:40]2[C:44]([O:46][C:47]([CH3:50])([CH3:49])[CH3:48])=[O:45])[CH2:35]1 |f:2.3.4,6.7.8,9.10.11|. Reported procedure: 2-chloro-4-(ethyl(4-methoxybenzyl)amino)imidazo[2,1-f][1,2,4]triazine-7-carbonitrile (Intermediate 10) (85.0 mg, 0.248 mmol), (+/−)-(4aR,8aR)-tert-butyl 6-(3-amino-2-chloro-5-cyanophenyl)octahydro-1H-pyrido[3,4-b][1,4]oxazine-1-carboxylate (97.0 mg, 0.248 mmol), DPPF (9.62 mg, 0.017 mmol), Cs2CO3 (137 mg, 0.422 mmol), Xantphos (14.35 mg, 0.025 mmol), Palladium(II)Acetate (16.7 mg, 0.074 mmol) and 1,4-dioxane (2 ml) were combined in a microwave vial. The vial was evacuated and backfilled with Nit... Yields the product CCOC(=O)c1cc(-n2c(OC(C)C)nc3c(c2=O)CCC3)ccc1Cl. Reaction SMILES: [CH3:30][N:31]([CH3:32])[P:33](=[O:34])([N:35]([CH3:36])[CH3:37])[N:38]([CH3:39])[CH3:40].[CH:26]([CH3:27])([CH3:28])[Br:29].[Cl:1][c:2]1[c:3]([C:4](=[O:5])[O:6][CH2:7][CH3:8])[cH:9][c:10](-[n:13]2[c:14](=[O:23])[nH:15][c:16]3[c:17]([c:18]2=[O:19])[CH2:20][CH2:21][CH2:22]3)[cH:11][cH:12]1.[H-:24].[Na+:25]>>[Cl:1][c:2]1[c:3]([C:4](=[O:5])[O:6][CH2:7][CH3:8])[cH:9][c:10](-[n:13]2[c:14]([O:23][CH:26]([CH3:27])[CH3:28])[n:15][c:16]3[c:17]([c:18]2=[O:19])[CH2:20][CH2:21][CH2:22]3)[cH:11][cH:12]1. The reactants are CN(C)P(=O)(N(C)C)N(C)C, CC(C)Br, CCOC(=O)c1cc(-n2c(=O)[nH]c3c(c2=O)CCC3)ccc1Cl, [H-], [Na+].